Dataset: the Open Reaction Database (ORD), a public repository of structured organic reaction records. Task: describe an organic reaction: reactants, conditions, products, and yield Starting materials: FC(CC(C#N)C#N)(C(F)(F)F)F (2-(2,2,3,3,3-pentafluoropropyl)malononitrile), FC(S(=O)(=O)OCC(C(F)(F)F)(F)F)(F)F (2,2,3,3,3-pentafluoropropyl trifluoromethanesulfonate), Cl (hydrochloric acid), C([O-])([O-])=O.[K+].[K+] (potassium carbonate). Solvent: CC(=O)C (acetone). Conditions: time 10 hour. The product is FC(CC(C#N)(C#N)CC(C(F)(F)F)(F)F)(C(F)(F)F)F (2,2-bis(2,2,3,3,3-pentafluoropropyl)malononitrile). Isolated yield 1.4%. As a reaction SMILES: [F:1][C:2]([F:13])([C:9]([F:12])([F:11])[F:10])[CH2:3][CH:4]([C:7]#[N:8])[C:5]#[N:6].FC(F)(F)S(O[CH2:20][C:21]([F:27])([F:26])[C:22]([F:25])([F:24])[F:23])(=O)=O.C(=O)([O-])[O-].[K+].[K+].Cl>CC(C)=O>[F:1][C:2]([F:13])([C:9]([F:10])([F:11])[F:12])[CH2:3][C:4]([CH2:20][C:21]([F:27])([F:26])[C:22]([F:25])([F:24])[F:23])([C:7]#[N:8])[C:5]#[N:6] |f:2.3.4|. Procedure: In 20 ml of acetone, 2.1 g of 2-(2,2,3,3,3-pentafluoropropyl)malononitrile and 4.5 g of 2,2,3,3,3-pentafluoropropyl trifluoromethanesulfonate were dissolved, 2.2 g of potassium carbonate was added and the mixture was stirred at room temperature for 10 hours. Thereafter, dilute hydrochloric acid was added to the reaction mixture and the mixture was extracted with t-butyl methyl ether. The organic layer was washed successively with water, aqueous saturated sodium hydrogen carbonate and aqueous sat...